From a dataset of the Open Reaction Database (ORD), a public repository of structured organic reaction records. describe an organic reaction: reactants, conditions, products, and yield Starting materials: C(C)(=S)[O-].[K+] (potassium thioacetate), resultant solution, resultant mixture, O (water), CC1=CC=C(S1)C=1C=CC=2N(C3=CC=C(C=C3C2C1)C=1SC(=CC1)C)C1=CC=C(C=C1)CCCCCCCCBr (3,6-bis(5-methylthiophen-2-yl)-9-[4-(8-bromooctyl)phenyl]carbazole). Solvent: O1CCCC1 (tetrahydrofuran), C(C)O (ethanol). Yields the product C(C)(=S)OCCCCCCCCOC1=CC=C(C=C1)N1C2=CC=C(C=C2C=2C=C(C=CC12)C=1SC(=CC1)C)C=1SC(=CC1)C (8-{4-[3,6-bis(5-methylthiophen-2-yl)carbazol-9-yl]phenoxy}octyl thioacetate). RXN SMILES: [CH3:1][C:2]1[S:6][C:5]([C:7]2[CH:8]=[CH:9][C:10]3[N:11]([C:26]4[CH:31]=[CH:30][C:29](CCCCCCCCBr)=[CH:28][CH:27]=4)[C:12]4[C:17]([C:18]=3[CH:19]=2)=[CH:16][C:15]([C:20]2[S:21][C:22]([CH3:25])=[CH:23][CH:24]=2)=[CH:14][CH:13]=4)=[CH:4][CH:3]=1.[C:41]([O-:44])(=[S:43])[CH3:42].[K+].[OH2:46]>O1CCCC1.C(O)C>[C:41]([O:44][CH2:1][CH2:2][CH2:3][CH2:4][CH2:5][CH2:7][CH2:19][CH2:18][O:46][C:29]1[CH:30]=[CH:31][C:26]([N:11]2[C:12]3[CH:13]=[CH:14][C:15]([C:20]4[S:21][C:22]([CH3:25])=[CH:23][CH:24]=4)=[CH:16][C:17]=3[C:18]3[C:10]2=[CH:9][CH:8]=[C:7]([C:5]2[S:6][C:2]([CH3:1])=[CH:3][CH:4]=2)[CH:19]=3)=[CH:27][CH:28]=1)(=[S:43])[CH3:42] |f:1.2|. Procedure details: The obtained 3,6-bis(5-methylthiophen-2-yl)-9-[4-(8-bromooctyl)phenyl]carbazole (1.50 g, 2.3 mmol) was dissolved in a solvent mixture of tetrahydrofuran (THF) (20 mL) and ethanol (20 mL). Under nitrogen flow, potassium thioacetate (0.40 g, 3.5 mmol) was added to the resultant solution, and the mixture was refluxed for 5 hours and left to cool to room temperature. Next, the resultant mixture was poured to water, followed by extraction with methylene chloride. In addition, the mixture was washed w... Reactants: CC(C)(C)c1ccccc1O, CN1CCCC1=O, O=[N+]([O-])c1ccsc1Cl, [K+], [K+], O=C([O-])[O-]. The product is CC(C)(C)c1ccccc1Oc1sccc1[N+](=O)[O-]. RXN SMILES: [C:10]([CH3:11])([CH3:12])([CH3:13])[c:14]1[c:15]([OH:20])[cH:16][cH:17][cH:18][cH:19]1.[CH3:27][N:28]1[CH2:29][CH2:30][CH2:31][C:32]1=[O:33].[Cl:1][c:2]1[s:3][cH:4][cH:5][c:6]1[N+:7](=[O:8])[O-:9].[K+:21].[K+:22].[O-:23][C:24]([O-:25])=[O:26]>>[c:2]1([O:20][c:15]2[c:14]([C:10]([CH3:11])([CH3:12])[CH3:13])[cH:19][cH:18][cH:17][cH:16]2)[s:3][cH:4][cH:5][c:6]1[N+:7](=[O:8])[O-:9]. The reactants are [N+](=O)([O-])C1=CC2=C(OC3=C2C=CC=C3)C=C1 (2-nitrodibenzo[b,d]furan), [H][H] (hydrogen). The reagents and catalysts are [Pd] (Pd/C). Solvent: C(C)(=O)OCC (ethyl acetate). Product: NC1=CC2=C(OC3=C2C=CC=C3)C=C1 (2-aminodibenzofuran). Isolated yield 134.3%. RXN SMILES: [N+:1]([C:4]1[CH:16]=[CH:15][C:7]2[O:8][C:9]3[CH:14]=[CH:13][CH:12]=[CH:11][C:10]=3[C:6]=2[CH:5]=1)([O-])=O.[H][H]>C(OCC)(=O)C.[Pd]>[NH2:1][C:4]1[CH:16]=[CH:15][C:7]2[O:8][C:9]3[CH:14]=[CH:13][CH:12]=[CH:11][C:10]=3[C:6]=2[CH:5]=1. Procedure: In a Parr hydrogenation bottle, 10% Pd/C (0.77 g, 0.724 mmol) was added and the bottle purged with nitrogen. Next 2-nitrodibenzo[b,d]furan (15 g, 44.3 mmol) in 180 mL of ethyl acetate was added and the mixture was hydrogenated on a Parr Hydrogenator until no more hydrogen is taken up by the solution. The catalyst was filtered off through Celite and washed with ethyl acetate. The filtrate was evaporated and pre-absorbed onto Celite. The Celite mixture was purified using a Varian 400 g column elut... Starting materials: C1CCNC1, Cc1ccc(Cl)cc1N1CCN(c2ncnc3c2c(C#CCOS(C)(=O)=O)nn3C2CCCCO2)CC1, CN(C)C=O. The product is Cc1ccc(Cl)cc1N1CCN(c2ncnc3c2c(C#CCN2CCCC2)nn3C2CCCCO2)CC1. RXN SMILES: [CH2:38]1[CH2:39][CH2:40][NH:41][CH2:42]1.[CH3:1][S:2]([O:3][CH2:6][C:7]#[C:8][c:9]1[n:10][n:11]([CH:32]2[O:33][CH2:34][CH2:35][CH2:36][CH2:37]2)[c:12]2[n:13][cH:14][n:15][c:16]([N:18]3[CH2:19][CH2:20][N:21]([c:24]4[c:25]([CH3:31])[cH:26][cH:27][c:28]([Cl:30])[cH:29]4)[CH2:22][CH2:23]3)[c:17]12)(=[O:4])=[O:5].[O:43]=[CH:44][N:45]([CH3:46])[CH3:47]>>[CH2:6]([C:7]#[C:8][c:9]1[n:10][n:11]([CH:32]2[O:33][CH2:34][CH2:35][CH2:36][CH2:37]2)[c:12]2[n:13][cH:14][n:15][c:16]([N:18]3[CH2:19][CH2:20][N:21]([c:24]4[c:25]([CH3:31])[cH:26][cH:27][c:28]([Cl:30])[cH:29]4)[CH2:22][CH2:23]3)[c:17]12)[N:41]1[CH2:40][CH2:39][CH2:38][CH2:42]1. Product: C(C1=CC=CC=C1)[C@@H](CO)NC1=C2N=CN(C2=NC(=N1)Cl)[C@@H]1O[C@@H]([C@H]([C@H]1O)O)C1=CC(=NO1)CC ((2R,3R,4S,5S)-2-[6-((S)-1-Benzyl-2-hydroxy-ethylamino)-2-chloro-purin-9-yl]-5-(3-ethyl-isoxazol-5-yl)-tetrahydro-furan-3,4-diol). Procedure details: A solution of acetic acid (2R,3R,4R,5S)-4-acetoxy-2-[6-((S)-1-benzyl-2-hydroxy-ethyl amino)-2-chloro-purin-9-yl]-5-(3-ethyl-isoxazol-5-yl)tetrahydro-furan-3-yl ester hydrochloride (Step AC1) (1.194 g, 2.02 mmol) in MeOH/chloroform (4 at, 3:1 MeOH/chloroform) is treated with saturated potassium carbonate solution (10 mL). After stirring at RT overnight, the reaction mixture is diluted with DCM/water and the organic portion is separated. The organic portion is concentrated in vacuo to afford the t... RXN SMILES: Cl.C([O:5][C@@H:6]1[C@@H:10]([C:11]2[O:15][N:14]=[C:13]([CH2:16][CH3:17])[CH:12]=2)[O:9][C@@H:8]([N:18]2[CH:26]=[N:25][C:24]3[C:19]2=[N:20][C:21]([Cl:38])=[N:22][C:23]=3[NH:27][C@@H:28]([CH2:31][C:32]2[CH:37]=[CH:36][CH:35]=[CH:34][CH:33]=2)[CH2:29][OH:30])[C@@H:7]1[O:39]C(=O)C)(=O)C.C(=O)([O-])[O-].[K+].[K+]>CO.C(Cl)(Cl)Cl.C(Cl)Cl.O>[CH2:31]([C@H:28]([NH:27][C:23]1[N:22]=[C:21]([Cl:38])[N:20]=[C:19]2[C:24]=1[N:25]=[CH:26][N:18]2[C@H:8]1[C@H:7]([OH:39])[C@H:6]([OH:5])[C@@H:10]([C:11]2[O:15][N:14]=[C:13]([CH2:16][CH3:17])[CH:12]=2)[O:9]1)[CH2:29][OH:30])[C:32]1[CH:33]=[CH:34][CH:35]=[CH:36][CH:37]=1 |f:0.1,2.3.4,5.6,7.8|. The solvent is C(Cl)Cl.O (DCM water), CO.C(Cl)(Cl)Cl (MeOH chloroform). Reaction conditions: time 8 hour. Starting materials: Cl.C(C)(=O)O[C@H]1[C@H]([C@@H](O[C@@H]1C1=CC(=NO1)CC)N1C2=NC(=NC(=C2N=C1)N[C@H](CO)CC1=CC=CC=C1)Cl)OC(C)=O (acetic acid (2R,3R,4R,5S)-4-acetoxy-2-[6-((S)-1-benzyl-2-hydroxy-ethyl amino)-2-chloro-purin-9-yl]-5-(3-ethyl-isoxazol-5-yl)tetrahydro-furan-3-yl ester hydrochloride), C([O-])([O-])=O.[K+].[K+] (potassium carbonate). Reactants: BrCc1cscc1CBr, O=C([O-])[O-], CN(C)C=O, Cl, [K+], [K+], CCOC(=O)CN, O. The product is CCOC(=O)CN1Cc2cscc2C1. RXN SMILES: [Br:15][CH2:16][c:17]1[cH:18][s:19][cH:20][c:21]1[CH2:22][Br:23].[C:9](=[O:10])([O-:11])[O-:12].[CH3:25][N:26]([CH3:27])[CH:28]=[O:29].[ClH:1].[K+:13].[K+:14].[NH2:2][CH2:3][C:4](=[O:5])[O:6][CH2:7][CH3:8].[OH2:24]>>[N:2]1([CH2:3][C:4](=[O:5])[O:6][CH2:7][CH3:8])[CH2:16][c:17]2[cH:18][s:19][cH:20][c:21]2[CH2:22]1.